Dataset: the Open Reaction Database (ORD), a public repository of structured organic reaction records. Task: describe an organic reaction: reactants, conditions, products, and yield The reactants are FC1=C(C=CC=C1)C1=NC2=CC=C(C(=C2C(C1)=O)OC)OC (2-(2-Fluorophenyl)-5,6-dimethoxyquinolin-4-one), B(Cl)(Cl)Cl (BCl3). Run in C(Cl)Cl (CH2Cl2). Run at temperature 25 celsius, time 2 hour. The product is FC1=C(C=CC=C1)C1=NC2=CC=C(C(=C2C(C1)=O)O)OC (2-(2-Fluorophenyl)-5-hydroxy-6-methoxyquinolin-4-one). Yield: 24.1%. RXN SMILES: [F:1][C:2]1[CH:7]=[CH:6][CH:5]=[CH:4][C:3]=1[C:8]1[CH2:17][C:16](=[O:18])[C:15]2[C:10](=[CH:11][CH:12]=[C:13]([O:21][CH3:22])[C:14]=2[O:19]C)[N:9]=1.B(Cl)(Cl)Cl>C(Cl)Cl>[F:1][C:2]1[CH:7]=[CH:6][CH:5]=[CH:4][C:3]=1[C:8]1[CH2:17][C:16](=[O:18])[C:15]2[C:10](=[CH:11][CH:12]=[C:13]([O:21][CH3:22])[C:14]=2[OH:19])[N:9]=1. Reported procedure: To a solution of 16 (0.2 g, 0.67 mmol) in CH2Cl2 (3 mL) was added 5 mL of BCl3 solution (1 M in CH2Cl2) dropwise at 0°±1° C. The mixture was stirred at 25±1° C. for 2 h and then poured into crushed ice, extracted with EtOAc. The organic layer was washed with H2O, dried over MgSO4 and evaporated. The crude was purified by column chromatography (SiO2, CHCl3: MeOH=15:1) and recrystallized from MeOH to give 37. Yellow solid; yield: 24.1%; mp 268-270° C.; MS (EI, 70 eV): m/z 285 (M+); IR (KBr): 1604.... Reactants: ClC=1C=CC2=C(N=C(OC2=O)CC(C)C)C1 (7-chloro-2-isobutyl-benzo[d][1,3]oxazin-4-one), C(C1=CC=CC=C1)N (benzylamine), Cl (HCl), [OH-].[Na+] (NaOH). The solvent is C1(=CC=CC=C1)C (toluene), C(CO)O (ethylene glycol), O (water), [Cl-].[Na+].O (brine), CCCCCC (hexane). Run at temperature 115 celsius. The product is C(C1=CC=CC=C1)N1C(=NC2=CC(=CC=C2C1=O)Cl)CC(C)C (3-Benzyl-7-chloro-2-isobutyl-3H-quinazolin-4-one). The yield is 82.8%. Reaction SMILES: [Cl:1][C:2]1[CH:3]=[CH:4][C:5]2[C:10](=[O:11])O[C:8]([CH2:12][CH:13]([CH3:15])[CH3:14])=[N:7][C:6]=2[CH:16]=1.[CH2:17]([NH2:24])[C:18]1[CH:23]=[CH:22][CH:21]=[CH:20][CH:19]=1.[OH-].[Na+].Cl>[Cl-].[Na+].O.CCCCCC.C(O)CO.O.C1(C)C=CC=CC=1>[CH2:17]([N:24]1[C:10](=[O:11])[C:5]2[C:6](=[CH:16][C:2]([Cl:1])=[CH:3][CH:4]=2)[N:7]=[C:8]1[CH2:12][CH:13]([CH3:15])[CH3:14])[C:18]1[CH:23]=[CH:22][CH:21]=[CH:20][CH:19]=1 |f:2.3,5.6.7|. Reported procedure: A flask, equipped with an overhead stirrer, heating mantle, condenser and Dean-Stark apparatus was charged with 1,500 mL of toluene, 412.7 g (1 eq.) of 7-chloro-2-isobutyl-benzo[d][1,3]oxazin-4-one and 281.0 g (1.5 eq.) of benzylamine and brought to reflux for 3 hours. After removal of the water, ethylene glycol (150 mL) and 14.2 g (0.2 eq.) of NaOH were added and the mixture was heated to 115° C. for 5 hours. Completion of the reaction was monitored by TLC, after which the temperature was coole... Starting materials: ClCCl, Cc1ccnc(C)c1C, O=C(OO)c1cccc(Cl)c1. The product is Cc1cc[n+]([O-])c(C)c1C. RXN SMILES: [CH2:21]([Cl:22])[Cl:23].[CH3:1][c:2]1[n:3][cH:4][cH:5][c:6]([CH3:9])[c:7]1[CH3:8].[Cl:10][c:11]1[cH:12][cH:13][cH:14][c:15]([C:16]([O:17][OH:19])=[O:18])[cH:20]1>>[CH3:1][c:2]1[n+:3]([O-:18])[cH:4][cH:5][c:6]([CH3:9])[c:7]1[CH3:8]. The reactants are C1=CC=C(C=C1)P(=O)(C2=CC=CC=C2)N=[N+]=[N-] (diphenylphosphonyl azide), OC(CCCCCCCCCCCC)C=1C=C(OC1)[Si](CC)(CC)CC (4-(1-hydroxytridecyl)-2-triethylsilylfuran), C1(=CC=CC=C1)P(C1=CC=CC=C1)C1=CC=CC=C1 (triphenylphosphine), diethyl azidocarboxylate. The solvent is C1CCOC1 (THF), C1CCOC1 (THF). Reaction conditions: time 2 day. Yields the product N(=[N+]=[N-])C(CCCCCCCCCCCC)C=1C=C(OC1)[Si](CC)(CC)CC (4-(1-Azidotridecyl)-2-triethylsilylfuran). Reaction SMILES: C1C=CC(P([N:15]=[N+:16]=[N-:17])(C2C=CC=CC=2)=O)=CC=1.O[CH:19]([C:32]1[CH:33]=[C:34]([Si:37]([CH2:42][CH3:43])([CH2:40][CH3:41])[CH2:38][CH3:39])[O:35][CH:36]=1)[CH2:20][CH2:21][CH2:22][CH2:23][CH2:24][CH2:25][CH2:26][CH2:27][CH2:28][CH2:29][CH2:30][CH3:31].C1(P(C2C=CC=CC=2)C2C=CC=CC=2)C=CC=CC=1>C1COCC1>[N:15]([CH:19]([C:32]1[CH:33]=[C:34]([Si:37]([CH2:42][CH3:43])([CH2:40][CH3:41])[CH2:38][CH3:39])[O:35][CH:36]=1)[CH2:20][CH2:21][CH2:22][CH2:23][CH2:24][CH2:25][CH2:26][CH2:27][CH2:28][CH2:29][CH2:30][CH3:31])=[N+:16]=[N-:17]. Procedure details: A solution of diphenylphosphonyl azide (143 mg, 0.52 mmol in THF (2 ml) was added over a period of 15 minutes to a solution of 4-(1-hydroxytridecyl)-2-triethylsilylfuran (200 mg, 0.52 mmol), triphenylphosphine (140 mg, 0.52 mmol) and diethyl azidocarboxylate (90 mg, 0.52 mmol) in THF (10 ml) at room temperature. After stirring for 2 days, the mixture was evaporated in the presence of a minimum amount of silica gel. The residue was purified by flash chromatography on silica using 5% ethyl ether/h... The solvent is CN(C=O)C (N,N-dimethylformamide), O (water). Product: C(C)OC1=C(C2=CC=CC=C2C=C1)C(=O)NC(C(=O)C1=CC=C(C=C1)F)CC1=CC=C(C=C1)C(F)(F)F (2-(ethyloxy)-N-(2-(4-fluorophenyl)-2-oxo-1-((4-(trifluoromethyl)phenyl)methyl)ethyl)-1-naphthalenecarboxamide). Conditions: time 8 hour. As a reaction SMILES: Cl.[F:2][C:3]1[CH:8]=[CH:7][C:6]([C:9](=[O:23])[CH:10]([NH2:22])[CH2:11][C:12]2[CH:17]=[CH:16][C:15]([C:18]([F:21])([F:20])[F:19])=[CH:14][CH:13]=2)=[CH:5][CH:4]=1.[CH2:24]([O:26][C:27]1[CH:36]=[CH:35][C:34]2[C:29](=[CH:30][CH:31]=[CH:32][CH:33]=2)[C:28]=1[C:37](O)=[O:38])[CH3:25].Cl.C(N=C=NCCCN(C)C)C.ON1C2C=CC=CC=2N=N1.C1CCN2C(=NCCC2)CC1.Cl>CN(C)C=O.O>[CH2:24]([O:26][C:27]1[CH:36]=[CH:35][C:34]2[C:29](=[CH:30][CH:31]=[CH:32][CH:33]=2)[C:28]=1[C:37]([NH:22][CH:10]([CH2:11][C:12]1[CH:17]=[CH:16][C:15]([C:18]([F:21])([F:20])[F:19])=[CH:14][CH:13]=1)[C:9]([C:6]1[CH:5]=[CH:4][C:3]([F:2])=[CH:8][CH:7]=1)=[O:23])=[O:38])[CH3:25] |f:0.1,3.4|. Reported procedure: To a solution of 1-(4-fluorophenyl)-1-oxo-3-(4-(trifluoromethyl)phenyl)-2-propylamine hydrochloride (600 mg, 1.73 mmol) and 2-ethyloxy-1-naphthalenecarboxylic acid (411 mg, 1.90 mmol) in N,N-dimethylformamide (10 ml) were added 1-ethyl-3-(3-dimethylaminopropyl)carbodiimide hydrochloride (496 mg, 2.59 mmol), 1-hydroxy-1H-benzotriazole (396 mg, 2.59 mmol) and 1,8-diazabicyclo[5.4.0]-7-undecene (0.28 ml, 1.90 mmol) and the mixture was stirred overnight. To the reaction solution were added 1N aqueou... Starting materials: Cl.FC1=CC=C(C=C1)C(C(CC1=CC=C(C=C1)C(F)(F)F)N)=O (1-(4-fluorophenyl)-1-oxo-3-(4-(trifluoromethyl)phenyl)-2-propylamine hydrochloride), C(C)OC1=C(C2=CC=CC=C2C=C1)C(=O)O (2-ethyloxy-1-naphthalenecarboxylic acid), Cl.C(C)N=C=NCCCN(C)C (1-ethyl-3-(3-dimethylaminopropyl)carbodiimide hydrochloride), ON1N=NC2=C1C=CC=C2 (1-hydroxy-1H-benzotriazole), C1CCC2=NCCCN2CC1 (1,8-diazabicyclo[5.4.0]-7-undecene), Cl (hydrochloric acid). Isolated yield 76.0%. Starting materials: COc1cc2c(Nc3ccc(Br)cc3F)ncnc2cc1OCC1CO1, [H-], [Na+], CN(C)C=O, Sc1ccncc1. Product: COc1cc2c(Nc3ccc(Br)cc3F)ncnc2cc1OCC(O)CSc1ccncc1. RXN SMILES: [Br:10][c:11]1[cH:12][c:13]([F:35])[c:14]([NH:17][c:18]2[n:19][cH:20][n:21][c:22]3[cH:23][c:24]([O:30][CH2:31][CH:32]4[CH2:33][O:34]4)[c:25]([O:28][CH3:29])[cH:26][c:27]23)[cH:15][cH:16]1.[H-:8].[Na+:9].[O:36]=[CH:37][N:38]([CH3:39])[CH3:40].[SH:1][c:2]1[cH:3][cH:4][n:5][cH:6][cH:7]1>>[S:1]([c:2]1[cH:3][cH:4][n:5][cH:6][cH:7]1)[CH2:33][CH:32]([CH2:31][O:30][c:24]1[cH:23][c:22]2[n:21][cH:20][n:19][c:18]([NH:17][c:14]3[c:13]([F:35])[cH:12][c:11]([Br:10])[cH:16][cH:15]3)[c:27]2[cH:26][c:25]1[O:28][CH3:29])[OH:34]. Reported procedure: The entitled compound (60 mg) was obtained by allowing 50 mg of dimethylethanolamine to act on 95 mg of bis(4,4′-(phenylhydroxyboryl)phenyl) ether. Reaction SMILES: [CH3:1][N:2]([CH3:6])[CH2:3][CH2:4][OH:5].[C:7]1([B:13]([C:15]2[CH:20]=[CH:19][CH:18]=[CH:17][C:16]=2[O:21][C:22]2[CH:27]=[CH:26][CH:25]=[CH:24][C:23]=2[B:28]([C:30]2[CH:35]=[CH:34][CH:33]=[CH:32][CH:31]=2)O)[OH:14])[CH:12]=[CH:11][CH:10]=[CH:9][CH:8]=1>>[C:30]1([B:28]([C:23]2[CH:24]=[CH:25][CH:26]=[CH:27][C:22]=2[O:21][C:16]2[CH:17]=[CH:18][CH:19]=[CH:20][C:15]=2[B:13]([C:7]2[CH:12]=[CH:11][CH:10]=[CH:9][CH:8]=2)[O:14][CH2:4][CH2:3][N:2]([CH3:6])[CH3:1])[O:5][CH2:4][CH2:3][N:2]([CH3:6])[CH3:1])[CH:35]=[CH:34][CH:33]=[CH:32][CH:31]=1. The reactants are compound, CN(CCO)C (dimethylethanolamine), C1(=CC=CC=C1)B(O)C1=C(C=CC=C1)OC1=C(C=CC=C1)B(O)C1=CC=CC=C1 (bis(4,4′-(phenylhydroxyboryl)phenyl) ether). The product is C1(=CC=CC=C1)B(OCCN(C)C)C1=C(C=CC=C1)OC1=C(C=CC=C1)B(OCCN(C)C)C1=CC=CC=C1 (Bis(4,4′-(phenyl-N,N-dimethylaminoethoxyboryl)phenyl) ether). Starting materials: IC1=CC(=CC(=C1)C)C (1-iodo-3,5-dimethylbenzene), C1(=CC=CC=C1)P(C1=CC=CC=C1)C1=CC=CC=C1 (triphenylphosphine), C(C#C)O (propargyl alcohol), C(C)(C)N(CC)C(C)C (diisopropylethylamine). Reagents/catalysts: [Cu]I (copper(I) iodide), C1=CC=C(C=C1)/C=C/C(=O)/C=C/C2=CC=CC=C2.C1=CC=C(C=C1)/C=C/C(=O)/C=C/C2=CC=CC=C2.C1=CC=C(C=C1)/C=C/C(=O)/C=C/C2=CC=CC=C2.C(Cl)(Cl)Cl.[Pd].[Pd] (tris(dibenzylideneacetone)dipalladium(0) chloroform adduct). Run in [Cl-].[Na+].O (brine), O1CCCC1 (tetrahydrofuran). Run at time 10 hour. The product is CC=1C=C(C=C(C1)C)C#CCO (3-(3,5-dimethylphenyl)-2-propyne-1-ol). RXN SMILES: I[C:2]1[CH:7]=[C:6]([CH3:8])[CH:5]=[C:4]([CH3:9])[CH:3]=1.C1(P(C2C=CC=CC=2)C2C=CC=CC=2)C=CC=CC=1.[CH2:29]([OH:32])[C:30]#[CH:31].C(N(C(C)C)CC)(C)C>[Cl-].[Na+].O.[Cu]I.C1C=CC(/C=C/C(/C=C/C2C=CC=CC=2)=O)=CC=1.C1C=CC(/C=C/C(/C=C/C2C=CC=CC=2)=O)=CC=1.C1C=CC(/C=C/C(/C=C/C2C=CC=CC=2)=O)=CC=1.C(Cl)(Cl)Cl.[Pd].[Pd].O1CCCC1>[CH3:9][C:4]1[CH:3]=[C:2]([C:31]#[C:30][CH2:29][OH:32])[CH:7]=[C:6]([CH3:8])[CH:5]=1 |f:4.5.6,8.9.10.11.12.13|. Procedure details: A mixture of 1-iodo-3,5-dimethylbenzene (5.00 g), copper(I) iodide (82.1 mg), triphenylphosphine (283 mg), tris(dibenzylideneacetone)dipalladium(0) chloroform adduct (446 mg), propargyl alcohol (1.40 ml), diisopropylethylamine (15.0 ml) and tetrahydrofuran (100 ml) was stirred at room temperature for 10 hr. The reaction mixture was added to brine, and the mixture was extracted with ethyl acetate, washed with saturated brine, and dried over anhydrous magnesium sulfate. The solvent was evaporated ... The reactants are CC(=O)O, COc1ccc(C2=C(C)c3ccc(OC)cc3C3CCCCC23)cc1, CO, [H][H], C1CCOC1. Product: COc1ccc(C2C(C)c3ccc(OC)cc3C3CCCCC32)cc1. Reaction SMILES: [C:35]([OH:36])(=[O:37])[CH3:38].[CH3:1][O:2][c:3]1[cH:4][c:5]2[c:14]([cH:15][cH:16]1)[C:13]([CH3:17])=[C:12]([c:18]1[cH:19][cH:20][c:21]([O:24][CH3:25])[cH:22][cH:23]1)[CH:11]1[CH:6]2[CH2:7][CH2:8][CH2:9][CH2:10]1.[CH3:33][OH:34].[H:26][H:27].[O:28]1[CH2:29][CH2:30][CH2:31][CH2:32]1>>[CH3:1][O:2][c:3]1[cH:4][c:5]2[c:14]([cH:15][cH:16]1)[CH:13]([CH3:17])[CH:12]([c:18]1[cH:19][cH:20][c:21]([O:24][CH3:25])[cH:22][cH:23]1)[CH:11]1[CH:6]2[CH2:7][CH2:8][CH2:9][CH2:10]1. Starting materials: [BH4-], N#Cc1ccccc1Cn1nc(-c2ccc(C=O)o2)c2ccccc21, CCCO, [Na+], O. The product is N#Cc1ccccc1Cn1nc(-c2ccc(CO)o2)c2ccccc21. RXN SMILES: [BH4-:26].[C:1](#[N:2])[c:3]1[c:4]([CH2:5][n:6]2[n:7][c:8](-[c:15]3[o:16][c:17]([CH:20]=[O:21])[cH:18][cH:19]3)[c:9]3[cH:10][cH:11][cH:12][cH:13][c:14]23)[cH:22][cH:23][cH:24][cH:25]1.[CH2:29]([OH:30])[CH2:31][CH3:32].[Na+:27].[OH2:28]>>[C:1](#[N:2])[c:3]1[c:4]([CH2:5][n:6]2[n:7][c:8](-[c:15]3[o:16][c:17]([CH2:20][OH:21])[cH:18][cH:19]3)[c:9]3[cH:10][cH:11][cH:12][cH:13][c:14]23)[cH:22][cH:23][cH:24][cH:25]1.